Dataset: the Open Reaction Database (ORD), a public repository of structured organic reaction records. Task: describe an organic reaction: reactants, conditions, products, and yield Reactants: [Si](C1=CC=CC=C1)(C1=CC=CC=C1)(C(C)(C)C)OCC1=CC=C(C(=C1N1C[C@H](O[C@H](C1)C)C)Cl)F ((2R,6S)-4-[6-({[tert-butyl(diphenyl)silyl]oxy}methyl)-2-chloro-3-fluorophenyl]-2,6-dimethylmorpholine), [Si](C1=CC=CC=C1)(C1=CC=CC=C1)(C(C)(C)C)OCC1=CC=C(C(=C1N1C[C@H](O[C@H](C1)C)C)Cl)F ((2R,6S)-4-[6-({[tert-butyl(diphenyl)silyl]oxy}methyl)-2-chloro-3-fluorophenyl]-2,6-dimethylmorpholine), CON(C(C1=CN=C(C=C1)C)=O)C (N-methoxy-6,N-dimethyl-nicotinamide). The product is [Si](C1=CC=CC=C1)(C1=CC=CC=C1)(C(C)(C)C)OCC=1C(=C(C(=C(C1)C(=O)C=1C=NC(=CC1)C)F)Cl)N1C[C@H](O[C@H](C1)C)C ({5-({[tert-butyl(diphenyl)silyl]oxy}methyl)-3-chloro-4-[(2R,6S)-2,6-dimethylmorpholin-4-yl]-2-fluorophenyl}(6-methylpyridin-3-yl)methanone). Reaction SMILES: [Si:1]([O:18][CH2:19][C:20]1[C:25]([N:26]2[CH2:31][C@H:30]([CH3:32])[O:29][C@H:28]([CH3:33])[CH2:27]2)=[C:24]([Cl:34])[C:23]([F:35])=[CH:22][CH:21]=1)([C:14]([CH3:17])([CH3:16])[CH3:15])([C:8]1[CH:13]=[CH:12][CH:11]=[CH:10][CH:9]=1)[C:2]1[CH:7]=[CH:6][CH:5]=[CH:4][CH:3]=1.CON(C)[C:39](=[O:47])[C:40]1[CH:45]=[CH:44][C:43]([CH3:46])=[N:42][CH:41]=1>>[Si:1]([O:18][CH2:19][C:20]1[C:25]([N:26]2[CH2:31][C@H:30]([CH3:32])[O:29][C@H:28]([CH3:33])[CH2:27]2)=[C:24]([Cl:34])[C:23]([F:35])=[C:22]([C:39]([C:40]2[CH:41]=[N:42][C:43]([CH3:46])=[CH:44][CH:45]=2)=[O:47])[CH:21]=1)([C:14]([CH3:16])([CH3:17])[CH3:15])([C:2]1[CH:7]=[CH:6][CH:5]=[CH:4][CH:3]=1)[C:8]1[CH:13]=[CH:12][CH:11]=[CH:10][CH:9]=1. Reported procedure: Starting materials: (2R,6S)-4-[6-({[tert-butyl(diphenyl)silyl]oxy}methyl)-2-chloro-3-fluorophenyl]-2,6-dimethylmorpholine (Intermediate 42) and N-methoxy-6,N-dimethyl-nicotinamide. Starting materials: OCCC([C@H]1CC[C@H]2[C@@H]3CC[C@H]4C[C@@H](CC[C@]4(C)[C@H]3C(C[C@]12C)=O)OC1OCCCC1)=O (21Hydroxymethyl-3α-tetrahydropyranyloxy-5α-pregnane-11,20- dione), C(C)(=O)OC(C)=O (acetic anhydride). The solvent is N1=CC=CC=C1 (pyridine). Run at time 2 hour. Yields the product C(C)(=O)OCCC([C@H]1CC[C@H]2[C@@H]3CC[C@H]4C[C@@H](CC[C@]4(C)[C@H]3C(C[C@]12C)=O)O)=O (21-Acetoxymethyl-3α-hydroxy-5α-pregnane- 11,20-dione). As a reaction SMILES: OCC[C:4](=[O:32])[C@@H:5]1[C@:22]2([CH3:23])[C@H:8]([C@H:9]3[C@H:19]([C:20](=[O:24])[CH2:21]2)[C@:17]2([CH3:18])[C@H:12]([CH2:13][C@H:14]([O:25]C4CCCCO4)[CH2:15][CH2:16]2)[CH2:11][CH2:10]3)[CH2:7][CH2:6]1.[C:33]([O:36][C:37](=[O:39])[CH3:38])(=O)[CH3:34]>N1C=CC=CC=1>[C:37]([O:36][CH2:33][CH2:34][C:4](=[O:32])[C@@H:5]1[C@:22]2([CH3:23])[C@H:8]([C@H:9]3[C@H:19]([C:20](=[O:24])[CH2:21]2)[C@:17]2([CH3:18])[C@H:12]([CH2:13][C@H:14]([OH:25])[CH2:15][CH2:16]2)[CH2:11][CH2:10]3)[CH2:7][CH2:6]1)(=[O:39])[CH3:38]. Procedure details: 21Hydroxymethyl-3α-tetrahydropyranyloxy-5α-pregnane-11,20- dione (600 mg) in anhydrous pyridine (12 ml) was treated with acetic anhydride (1.0 ml), and the solution was stirred at room temperature for 21/2 hours. The solution was partitioned between hydrochloric acid (2N, 100 ml) and ether/ethyl acetate 1/1, and the organic phase was washed with water, dried over sodium sulphate and evaporated to an oil (640 mg). The crude product (630 mg) was dissolved in I.M.S. (25 ml) and dilute hydrochloric ... Reactants: BrC1=CC=C(C=C1)[C@H](CC)N1C(O[C@](CC1)(C1=CC=CC=C1)CCO)=O ((S)-3-((S)-1-(4-bromophenyl)propyl)-6-(2-hydroxyethyl)-6-phenyl-1,3-oxazinan-2-one), BrC=1C=CC(N(C1)C)=O (5-bromo-1-methylpyridin-2(1H)-one). The product is OCC[C@@]1(CCN(C(O1)=O)[C@@H](CC)C1=CC=C(C=C1)C1=CN(C(C=C1)=O)C)C1=CC=CC=C1 ((S)-6-(2-hydroxyethyl)-3-((S)-1-(4-(1-methyl-6-oxo-1,6-dihydropyridin-3-yl)phenyl)propyl)-6-phenyl-1,3-oxazinan-2-one). RXN SMILES: Br[C:2]1[CH:7]=[CH:6][C:5]([C@@H:8]([N:11]2[CH2:16][CH2:15][C@:14]([CH2:23][CH2:24][OH:25])([C:17]3[CH:22]=[CH:21][CH:20]=[CH:19][CH:18]=3)[O:13][C:12]2=[O:26])[CH2:9][CH3:10])=[CH:4][CH:3]=1.Br[C:28]1[CH:29]=[CH:30][C:31](=[O:35])[N:32]([CH3:34])[CH:33]=1>>[OH:25][CH2:24][CH2:23][C@@:14]1([C:17]2[CH:22]=[CH:21][CH:20]=[CH:19][CH:18]=2)[O:13][C:12](=[O:26])[N:11]([C@H:8]([C:5]2[CH:6]=[CH:7][C:2]([C:28]3[CH:29]=[CH:30][C:31](=[O:35])[N:32]([CH3:34])[CH:33]=3)=[CH:3][CH:4]=2)[CH2:9][CH3:10])[CH2:16][CH2:15]1. Procedure: The title compound was prepared from (S)-3-((S)-1-(4-bromophenyl)propyl)-6-(2-hydroxyethyl)-6-phenyl-1,3-oxazinan-2-one following a procedure analogous to that described in Example 18 using 5-bromo-1-methylpyridin-2(1H)-one in Step 2. LC-MS Method 2 tR=1.627 min, m/z=447.1; 1H NMR (CDCl3) 1.06 (m, 3H), 1.87-2.06 (m, 2H), 2.11-2.28 (m, 2H), 2.33 (m, 3H), 2.96 (m, 1H), 3.53 (m, 1H), 3.62 (s, 3H), 3.78 (m, 1H), 5.48 (m, 1H), 6.69 (m, 1H),7.03 (m, 2H), 7.14 (m, 2H), 7.21-7.38 (m, 4H), 7.41 (s, 1H), ... The reactants are Cl (hydrochloric acid), C(=O)N\C(\CO)=C/1\CC[C@H]2[C@@H]3CC=C4C=C(CC[C@]4(C)[C@]3(CC[C@]12C)O)OC ((20Z)-20-formamido-3-methoxypregna-3,5,17(20)-triene-9α,21-diol), CO (methanol). Run at time 1 hour. Product: O[C@@]12[C@]3(CCC(C=C3CC[C@H]1[C@@H]1CC[C@H](C(CO)=O)[C@]1(CC2)C)=O)C (9α,21-Dihydroxypregn-4-ene-3,20-dione). As a reaction SMILES: Cl.C(N/[C:5](=[C:8]1/[CH2:9][CH2:10][C@@H:11]2[C@:25]/1([CH3:26])[CH2:24][CH2:23][C@@:22]1([OH:27])[C@H:12]2[CH2:13][CH:14]=[C:15]2[C@:20]1([CH3:21])[CH2:19][CH2:18][C:17]([O:28]C)=[CH:16]2)/[CH2:6][OH:7])=O.C[OH:31]>>[OH:27][C@:22]12[CH2:23][CH2:24][C@@:25]3([CH3:26])[C@@H:11]([CH2:10][CH2:9][C@@H:8]3[C:5](=[O:31])[CH2:6][OH:7])[C@@H:12]1[CH2:13][CH2:14][C:15]1[C@:20]2([CH3:21])[CH2:19][CH2:18][C:17](=[O:28])[CH:16]=1. Reported procedure: Aqueous 5N hydrochloric acid (1 ml) was added to a stirred solution of (20Z)-20-formamido-3-methoxypregna-3,5,17(20)-triene-9α,21-diol (70 mg) in methanol (4 ml). The reaction mixture was stirred at room temperature for 1 hour, then extracted with ethyl acetate. The organic extract was washed with an aqueous sodium bicarbonate solution, twice with water, dried and concentrated under reduced pressure to afford the title compound. Reactants: COC1=CC=C(CNS(=O)(=O)C2=CC=C(C(=O)OC)C=C2)C=C1 (methyl 4-(N-(4-methoxybenzyl)sulfamoyl)benzoate), BrCC1=C(C=CC(=C1)F)F (2-(bromomethyl)-1,4-difluorobenzene). Product: FC1=C(CN(S(=O)(=O)C2=CC=C(C(=O)O)C=C2)CC2=CC=C(C=C2)OC)C=C(C=C1)F (4-(N-(2,5-difluorobenzyl)-N-(4-methoxybenzyl)sulfamoyl)-benzoic acid). RXN SMILES: [CH3:1][O:2][C:3]1[CH:23]=[CH:22][C:6]([CH2:7][NH:8][S:9]([C:12]2[CH:21]=[CH:20][C:15]([C:16]([O:18]C)=[O:17])=[CH:14][CH:13]=2)(=[O:11])=[O:10])=[CH:5][CH:4]=1.Br[CH2:25][C:26]1[CH:31]=[C:30]([F:32])[CH:29]=[CH:28][C:27]=1[F:33]>>[F:33][C:27]1[CH:28]=[CH:29][C:30]([F:32])=[CH:31][C:26]=1[CH2:25][N:8]([CH2:7][C:6]1[CH:22]=[CH:23][C:3]([O:2][CH3:1])=[CH:4][CH:5]=1)[S:9]([C:12]1[CH:13]=[CH:14][C:15]([C:16]([OH:18])=[O:17])=[CH:20][CH:21]=1)(=[O:10])=[O:11]. Reported procedure: Prepared as in example 5-10 from Methyl 4-(N-(4-methoxybenzyl)sulfamoyl)-benzoate (Example 5-10b) and 2-(bromomethyl)-1,4-difluorobenzene. 1H NMR (400 MHz, DMSO-d6): δ, ppm: 3.66 (s, 3H), 4.31 (s, 2H), 4.33 (s, 2H), 6.74-7.06 (m, 7H), 7.95 (d, 2H, J=8 Hz), 8.09 (d, 2H, J=8 Hz). Reactants: OCC=1C=C(C#N)C=C(C1)C(F)(F)F (3-(Hydroxymethyl)-5-(trifluoromethyl)benzonitrile), C1(=CC=CC=C1)P(C1=CC=CC=C1)C1=CC=CC=C1 (triphenylphosphine), BrN1C(CCC1=O)=O (N-Bromosuccinimide). Run in C(Cl)Cl (methylene chloride), C(Cl)Cl (methylene chloride). Reaction conditions: temperature 0 celsius, time 16 hour. Product: BrCC=1C=C(C#N)C=C(C1)C(F)(F)F (3-(Bromomethyl)-5-(trifluoromethyl)benzonitrile). As a reaction SMILES: O[CH2:2][C:3]1[CH:4]=[C:5]([CH:8]=[C:9]([C:11]([F:14])([F:13])[F:12])[CH:10]=1)[C:6]#[N:7].C1(P(C2C=CC=CC=2)C2C=CC=CC=2)C=CC=CC=1.[Br:34]N1C(=O)CCC1=O>C(Cl)Cl>[Br:34][CH2:2][C:3]1[CH:4]=[C:5]([CH:8]=[C:9]([C:11]([F:14])([F:13])[F:12])[CH:10]=1)[C:6]#[N:7]. Procedure: 3-(Hydroxymethyl)-5-(trifluoromethyl)benzonitrile (0.33 mg, 1.64 mmol) and triphenylphosphine (0.86 g, 3.28 mmol) were combined in methylene chloride (6 mL) and cooled to 0° C. N-Bromosuccinimide (0.61 mg, 3.43 mmol) was introduced in portions and the reaction allowed to warm to room temperature. After 16 h, the reaction mixture was diluted with methylene chloride, washed with concentrated sodium bicarbonate (2×), brine (2×), dried over sodium sulfate, and concentrated. Column chromatography on ... The reactants are C(=O)C1=CC(=NC(=N1)C(F)(F)F)OC1CCN(CC1)C(=O)OC(C)(C)C (tert-butyl 4-{[6-formyl-2-(trifluoromethyl)pyrimidin-4-yl]oxy}piperidine-1-carboxylate), N1CC(C1)O (azetidin-3-ol). Yields the product OC1CN(C1)CC1=CC(=NC(=N1)C(F)(F)F)OC1CCN(CC1)C(=O)OC(C)(C)C (tert-Butyl 4-{[6-[(3-hydroxyazetidin-1-yl)methyl]-2-(trifluoromethyl)pyrimidin-4-yl]oxy}piperidine-1-carboxylate). Reaction SMILES: [CH:1]([C:3]1[N:8]=[C:7]([C:9]([F:12])([F:11])[F:10])[N:6]=[C:5]([O:13][CH:14]2[CH2:19][CH2:18][N:17]([C:20]([O:22][C:23]([CH3:26])([CH3:25])[CH3:24])=[O:21])[CH2:16][CH2:15]2)[CH:4]=1)=O.[NH:27]1[CH2:30][CH:29]([OH:31])[CH2:28]1>>[OH:31][CH:29]1[CH2:30][N:27]([CH2:1][C:3]2[N:8]=[C:7]([C:9]([F:11])([F:10])[F:12])[N:6]=[C:5]([O:13][CH:14]3[CH2:19][CH2:18][N:17]([C:20]([O:22][C:23]([CH3:26])([CH3:25])[CH3:24])=[O:21])[CH2:16][CH2:15]3)[CH:4]=2)[CH2:28]1. Procedure: This compound was prepared according to the method of Example 41, Step 2 using tert-butyl 4-{[6-formyl-2-(trifluoromethyl)pyrimidin-4-yl]oxy}piperidine-1-carboxylate and azetidin-3-ol as starting materials. LCMS (M+H)+: 433.3. Starting materials: Cl (hydrochloric acid), SC=1SC(=NN1)S (2,5-dimercapto-1,3,4-thiadiazole), C([O-])([O-])=O.[K+].[K+] (potassium carbonate), BrCCCC(=O)OCC (ethyl 4-bromobutyrate). The solvent is CN(C=O)C (N,N-dimethylformamide). Reaction conditions: time 8 hour. The product is SC1=NN=C(S1)SCCCC(=O)OCC (ethyl 4-[(5-mercapto-1,3,4-thiadiazol-2-yl)thio]butyrate). Yield: 70.1%. RXN SMILES: [SH:1][C:2]1[S:3][C:4]([SH:7])=[N:5][N:6]=1.C(=O)([O-])[O-].[K+].[K+].Br[CH2:15][CH2:16][CH2:17][C:18]([O:20][CH2:21][CH3:22])=[O:19].Cl>CN(C)C=O>[SH:7][C:4]1[S:3][C:2]([S:1][CH2:15][CH2:16][CH2:17][C:18]([O:20][CH2:21][CH3:22])=[O:19])=[N:6][N:5]=1 |f:1.2.3|. Procedure details: To a mixture of 3 g of 2,5-dimercapto-1,3,4-thiadiazole, 2.76 g of anhydrous potassium carbonate, and 10 ml of N,N-dimethylformamide was added 1 g of ethyl 4-bromobutyrate and the mixture was stirred overnight at room temperature. After addition of diluted hydrochloric acid to the reaction mixture, the product was extracted with ethyl acetate. The extract was washed with water, dried over anhydrous magnesium sulfate, and concentrated under reduced pressure. The residue thus obtained was applied ...